Dataset: the Open Reaction Database (ORD), a public repository of structured organic reaction records. Task: describe an organic reaction: reactants, conditions, products, and yield The reactants are CC[BH-](CC)CC, [Li+], Nc1c2c(nc3ccccc13)CC(O)CC2=O, C1CCOC1. The product is Nc1c2c(nc3ccccc13)CC(O)CC2O. Reaction SMILES: [CH2:23]([BH-:24]([CH2:25][CH3:26])[CH2:27][CH3:28])[CH3:29].[Li+:30].[NH2:1][c:2]1[c:3]2[cH:4][cH:5][cH:6][cH:7][c:8]2[n:9][c:10]2[c:15]1[C:14](=[O:16])[CH2:13][CH:12]([OH:17])[CH2:11]2.[O:18]1[CH2:19][CH2:20][CH2:21][CH2:22]1>>[NH2:1][c:2]1[c:3]2[cH:4][cH:5][cH:6][cH:7][c:8]2[n:9][c:10]2[c:15]1[CH:14]([OH:16])[CH2:13][CH:12]([OH:17])[CH2:11]2. Reactants: C(C)(=O)OC[C@H]1[C@H](CC=CC1)COC(C)=O (cis-1,2-diacetoxymethylcyclohex-4-ene), P(=O)([O-])([O-])[O-] (phosphate), II, [OH-].[Na+] (sodium hydroxide), [OH-] (hydroxide). The product is C(C)(=O)OC[C@H]1[C@H](CC=CC1)CO (1(R)-acetoxymethyl-2(S)-hydroxymethylcyclohex-4-ene). Reaction SMILES: [C:1]([O:4][CH2:5][C@@H:6]1[CH2:11][CH:10]=[CH:9][CH2:8][C@@H:7]1[CH2:12][O:13]C(=O)C)(=[O:3])[CH3:2].P([O-])([O-])([O-])=O.[OH-].[Na+].[OH-]>>[C:1]([O:4][CH2:5][C@@H:6]1[CH2:11][CH:10]=[CH:9][CH2:8][C@@H:7]1[CH2:12][OH:13])(=[O:3])[CH3:2] |f:2.3|. Reported procedure: A suspension of cis-1,2-diacetoxymethylcyclohex-4-ene (10 mmol), pH 7 phosphate buffer (25 mL) porcine pancreatic lipase (200 mg, Sigma Type II) was vigorously stirred. The reaction was kept constant by addition of 1M sodium hydroxide from a pH controller and syringe pump. After 16 hours addition of 1 eq hydroxide was complete and the mixture was filtered through a pad of Celite. The Celite was washed with ether and the filtrates were washed with ether (×3). The combined ether washes were washed...